From a dataset of the Open Reaction Database (ORD), a public repository of structured organic reaction records. describe an organic reaction: reactants, conditions, products, and yield Starting materials: C1=CC=CC=2CN(CC3=C(C21)C=CC=C3)C#N (5,7-dihydro-6H-dibenz[c,e]azepine-6-carbonitrile), OCC1OCCC1 (2-hydroxymethyl-tetrahydrofuran). Yields the product C1=CC=CC=2CN(CC3=C(C21)C=CC=C3)C(OCC3OCCC3)=N (2-tetrahydrofurylmethyl 5,7-dihydro-6H-dibenz[c,e]azepine-6-carboximidate). Reaction SMILES: [CH:1]1[C:11]2[C:10]3[CH:12]=[CH:13][CH:14]=[CH:15][C:9]=3[CH2:8][N:7]([C:16]#[N:17])[CH2:6][C:5]=2[CH:4]=[CH:3][CH:2]=1.[OH:18][CH2:19][CH:20]1[CH2:24][CH2:23][CH2:22][O:21]1>>[CH:1]1[C:11]2[C:10]3[CH:12]=[CH:13][CH:14]=[CH:15][C:9]=3[CH2:8][N:7]([C:16](=[NH:17])[O:18][CH2:19][CH:20]3[CH2:24][CH2:23][CH2:22][O:21]3)[CH2:6][C:5]=2[CH:4]=[CH:3][CH:2]=1. Procedure: starting from 5,7-dihydro-6H-dibenz[c,e]azepine-6-carbonitrile and 2-hydroxymethyl-tetrahydrofuran, there is obtained 2-tetrahydrofurylmethyl 5,7-dihydro-6H-dibenz[c,e]azepine-6-carboximidate as a syrup, mass spectrum m/e: M+ 322 (14), 237 (66), 194 (100), 85 (36), 71 (12); Reported procedure: A solution of 10.0 g of N-(2,6-dimethylphenyl)-3-pyridinepropanamine in 75 ml of dichloromethane was added dropwise to a cold (0° C.) solution of 3.5 ml of chloroacetylchloride in 35 ml of dichloromethane. The cooling bath was removed and the reaction was allowed to warm to room temperature over 30 minutes followed by the addition of excess aqueous sodium bicarbonate solution. The layers were separated and the organic layer was washed with brine, dried with sodium sulfate and evaporated to give ... The solvent is ClCCl (dichloromethane), ClCCl (dichloromethane). Starting materials: CC1=C(C(=CC=C1)C)NCCCC=1C=NC=CC1 (N-(2,6-dimethylphenyl)-3-pyridinepropanamine), ClCC(=O)Cl (chloroacetylchloride). The product is ClCC(=O)N(CCCC=1C=NC=CC1)C1=C(C=CC=C1C)C (2-Chloro-N-(2,6-dimethylphenyl)-N-[3-(3-pyridinyl)propyl]-acetamide). Reaction SMILES: [CH3:1][C:2]1[CH:7]=[CH:6][CH:5]=[C:4]([CH3:8])[C:3]=1[NH:9][CH2:10][CH2:11][CH2:12][C:13]1[CH:14]=[N:15][CH:16]=[CH:17][CH:18]=1.[Cl:19][CH2:20][C:21](Cl)=[O:22]>ClCCl>[Cl:19][CH2:20][C:21]([N:9]([C:3]1[C:2]([CH3:1])=[CH:7][CH:6]=[CH:5][C:4]=1[CH3:8])[CH2:10][CH2:11][CH2:12][C:13]1[CH:14]=[N:15][CH:16]=[CH:17][CH:18]=1)=[O:22].